From a dataset of the Open Reaction Database (ORD), a public repository of structured organic reaction records. describe an organic reaction: reactants, conditions, products, and yield Reactants: CCO, COC(=O)c1cccc(CCC(C)C)c1, Cl, [Na+], [OH-]. Yields the product CC(C)CCc1cccc(C(=O)O)c1. RXN SMILES: [CH3:19][CH2:20][OH:21].[CH3:1][O:2][C:3]([c:4]1[cH:5][c:6]([CH2:10][CH2:11][CH:12]([CH3:13])[CH3:14])[cH:7][cH:8][cH:9]1)=[O:15].[ClH:18].[Na+:17].[OH-:16]>>[O:2]=[C:3]([c:4]1[cH:5][c:6]([CH2:10][CH2:11][CH:12]([CH3:13])[CH3:14])[cH:7][cH:8][cH:9]1)[OH:15]. The reactants are COC1=CC(=C(OCCCN2CCOCC2)C=C1)CNCCC1=CC=CC=C1 (4-[3-[4-methoxy-2-[[(2-phenylethyl)amino]methyl]phenoxy]propyl]morpholine), ClC1=CC=C(C(=O)Cl)C=C1 (p-chlorobenzoyl chloride). Solvent: C(Cl)(Cl)Cl (chloroform), C(Cl)(Cl)Cl (chloroform). Run at time 2 hour. Product: Cl.ClC1=CC=C(C(=O)N(CCC2=CC=CC=C2)CC2=C(C=CC(=C2)OC)OCCCN2CCOCC2)C=C1 (4-Chloro-N-[[5-methoxy-2-[3-(4-morpholinyl)propoxy]phenyl]methyl]-N-(2-phenylethyl)benzamide, hydrochloride). Reaction SMILES: [CH3:1][O:2][C:3]1[CH:18]=[CH:17][C:6]([O:7][CH2:8][CH2:9][CH2:10][N:11]2[CH2:16][CH2:15][O:14][CH2:13][CH2:12]2)=[C:5]([CH2:19][NH:20][CH2:21][CH2:22][C:23]2[CH:28]=[CH:27][CH:26]=[CH:25][CH:24]=2)[CH:4]=1.[Cl:29][C:30]1[CH:38]=[CH:37][C:33]([C:34](Cl)=[O:35])=[CH:32][CH:31]=1>C(Cl)(Cl)Cl>[ClH:29].[Cl:29][C:30]1[CH:38]=[CH:37][C:33]([C:34]([N:20]([CH2:19][C:5]2[CH:4]=[C:3]([O:2][CH3:1])[CH:18]=[CH:17][C:6]=2[O:7][CH2:8][CH2:9][CH2:10][N:11]2[CH2:16][CH2:15][O:14][CH2:13][CH2:12]2)[CH2:21][CH2:22][C:23]2[CH:24]=[CH:25][CH:26]=[CH:27][CH:28]=2)=[O:35])=[CH:32][CH:31]=1 |f:3.4|. Reported procedure: A solution of 16.0 g. of 4-[3-[4-methoxy-2-[[(2-phenylethyl)amino]methyl]phenoxy]propyl]morpholine in 50 ml. of chloroform is added dropwise (at 10°-15° C.) to a stirred solution of 7.7 g of p-chlorobenzoyl chloride in 150 ml. of chloroform. After the addition is completed, the solution is stirred at room temperature for 2 hours, heated at reflux for 1 hour, cooled and concentrated to give a glass-like residue. The residue is rubbed under ether, the evaporation repeated and the partly solid resi...